From a dataset of the Open Reaction Database (ORD), a public repository of structured organic reaction records. describe an organic reaction: reactants, conditions, products, and yield Starting materials: ClC1=CC=C(C=2N1N=CN2)NC2=CC=C(C=C2)N2CCN(CC2)C ((5-chloro-[1,2,4]triazolo[1,5-a]pyridin-8-yl)-[4-(4-methyl-piperazin-1-yl)-phenyl]-amine), FC1=C(C(=O)N)C=CC(=C1)B1OC(C(O1)(C)C)(C)C (2-Fluoro-4-(4,4,5,5-tetramethyl-[1,3,2]dioxaborolan-2-yl)-benzamide), CC(C)(C)[O-].[Na+] (NaOtBu). Reagents/catalysts: C=1C=CC(=CC1)[P](C=2C=CC=CC2)(C=3C=CC=CC3)[Pd]([P](C=4C=CC=CC4)(C=5C=CC=CC5)C=6C=CC=CC6)([P](C=7C=CC=CC7)(C=8C=CC=CC8)C=9C=CC=CC9)[P](C=1C=CC=CC1)(C=1C=CC=CC1)C=1C=CC=CC1 (Pd(PPh3)4). The solvent is CN(C)C=O.O (DMF water). Conditions: temperature 110 celsius. Yields the product FC1=C(C(=O)N)C=CC(=C1)C1=CC=C(C=2N1N=CN2)NC2=CC=C(C=C2)N2CCN(CC2)C (2-Fluoro-4-{8-[4-(4-methyl-piperazin-1-yl)-phenylamino]-[1,2,4]triazolo[1,5-a]pyridin-5-yl}-benzamide). Isolated yield 18.4%. As a reaction SMILES: Cl[C:2]1[N:7]2[N:8]=[CH:9][N:10]=[C:6]2[C:5]([NH:11][C:12]2[CH:17]=[CH:16][C:15]([N:18]3[CH2:23][CH2:22][N:21]([CH3:24])[CH2:20][CH2:19]3)=[CH:14][CH:13]=2)=[CH:4][CH:3]=1.[F:25][C:26]1[CH:34]=[C:33](B2OC(C)(C)C(C)(C)O2)[CH:32]=[CH:31][C:27]=1[C:28]([NH2:30])=[O:29].CC([O-])(C)C.[Na+]>CN(C=O)C.O.C1C=CC([P]([Pd]([P](C2C=CC=CC=2)(C2C=CC=CC=2)C2C=CC=CC=2)([P](C2C=CC=CC=2)(C2C=CC=CC=2)C2C=CC=CC=2)[P](C2C=CC=CC=2)(C2C=CC=CC=2)C2C=CC=CC=2)(C2C=CC=CC=2)C2C=CC=CC=2)=CC=1>[F:25][C:26]1[CH:34]=[C:33]([C:2]2[N:7]3[N:8]=[CH:9][N:10]=[C:6]3[C:5]([NH:11][C:12]3[CH:17]=[CH:16][C:15]([N:18]4[CH2:19][CH2:20][N:21]([CH3:24])[CH2:22][CH2:23]4)=[CH:14][CH:13]=3)=[CH:4][CH:3]=2)[CH:32]=[CH:31][C:27]=1[C:28]([NH2:30])=[O:29] |f:2.3,4.5,^1:59,61,80,99|. Procedure details: A suspension of (5-chloro-[1,2,4]triazolo[1,5-a]pyridin-8-yl)-[4-(4-methyl-piperazin-1-yl)-phenyl]-amine (50 mg, 146 μmol), 2-Fluoro-4-(4,4,5,5-tetramethyl-[1,3,2]dioxaborolan-2-yl)-benzamide (97 mg, 360 μmol), Pd(PPh3)4 (51 mg, 40 μmol) and NaOtBu (56 mg, 580 μmol) in 1.2 mL of DMF/water (5:1, degassed) is degassed for 1 min in a sealed tube. The tube is sealed and the reaction mixture heated at 110° C. for forty minutes in the microwave (CEM explorer) and then at the same temperature for thirt... Product: Clc1ccc(C(CCCI)c2ccc(Cl)cc2)cc1. As a reaction SMILES: [CH3:1][CH:2]([CH2:3][CH2:4][CH:5]([c:6]1[cH:7][cH:8][c:9]([Cl:12])[cH:10][cH:11]1)[c:13]1[cH:14][cH:15][c:16]([Cl:19])[cH:17][cH:18]1)[Cl:20].[CH3:23][C:24](=[O:25])[CH2:26][CH3:27].[I-:22].[Na+:21]>>[CH2:2]([CH2:3][CH2:4][CH:5]([c:6]1[cH:7][cH:8][c:9]([Cl:12])[cH:10][cH:11]1)[c:13]1[cH:14][cH:15][c:16]([Cl:19])[cH:17][cH:18]1)[I:22]. Reactants: CC(Cl)CCC(c1ccc(Cl)cc1)c1ccc(Cl)cc1, CCC(C)=O, [I-], [Na+]. Reactants: FC1=CC=C(C=C1)C1=C(N=C2N1N=C(C=C2)OC)C=2C=CC(=C(N)C2)C (5-(3-(4-fluorophenyl)-6-methoxyimidazo[1,2-b]pyridazin-2-yl)-2-methylaniline), N1=CC=CC=C1 (pyridine), CC(C(=O)Cl)(C)C (trimethylacetylchloride). Solvent: C(C)#N (acetonitrile). Reaction conditions: time 4 hour. Yields the product FC1=CC=C(C=C1)C1=C(N=C2N1N=C(C=C2)OC)C=2C=CC(=C(C2)NC(C(C)(C)C)=O)C (N-(5-(3-(4-fluorophenyl)-6-methoxyimidazo[1,2-b]pyridazin-2-yl)-2-methylphenyl)pivalamide). The yield is 89.9%. RXN SMILES: [F:1][C:2]1[CH:7]=[CH:6][C:5]([C:8]2[N:12]3[N:13]=[C:14]([O:17][CH3:18])[CH:15]=[CH:16][C:11]3=[N:10][C:9]=2[C:19]2[CH:20]=[CH:21][C:22]([CH3:26])=[C:23]([CH:25]=2)[NH2:24])=[CH:4][CH:3]=1.N1C=CC=CC=1.[CH3:33][C:34]([CH3:39])([CH3:38])[C:35](Cl)=[O:36]>C(#N)C>[F:1][C:2]1[CH:7]=[CH:6][C:5]([C:8]2[N:12]3[N:13]=[C:14]([O:17][CH3:18])[CH:15]=[CH:16][C:11]3=[N:10][C:9]=2[C:19]2[CH:20]=[CH:21][C:22]([CH3:26])=[C:23]([NH:24][C:35](=[O:36])[C:34]([CH3:39])([CH3:38])[CH3:33])[CH:25]=2)=[CH:4][CH:3]=1. Reported procedure: A stirred solution of 5-(3-(4-fluorophenyl)-6-methoxyimidazo[1,2-b]pyridazin-2-yl)-2-methylaniline (0.025 g, 0.072 mmol) in acetonitrile (1 mL) containing pyridine (0.215 mmol) is added trimethylacetylchloride (0.072 mmol). The mixture is stirred at room temperature for 4 hours, then concentrated to dryness and purified via chromatography (hexanes to EtOAc) to afford the title compound (0.028 g, 90%) as a yellow solid: Rf 0.28 (1:1 EtOAc:hexanes); LCMS (m/z)=433.5 [M+H]+, tR=2.74 min. (compound ... Yield: 41.4%. Starting materials: NC1=NC=C(C2=C1C(=CS2)C2=CC=C(C=C2)NC(=O)NC2=CC(=CC=C2)C)C#CCN(CC)CC (N-(4-{4-amino-7-[3-(diethylamino)-1-propynyl]thieno[3,2-c]pyridin-3-yl}phenyl)-N′-(3-methylphenyl)urea). As a reaction SMILES: [NH2:1][C:2]1[C:7]2[C:8]([C:11]3[CH:16]=[CH:15][C:14]([NH:17][C:18]([NH:20][C:21]4[CH:26]=[CH:25][CH:24]=[C:23]([CH3:27])[CH:22]=4)=[O:19])=[CH:13][CH:12]=3)=[CH:9][S:10][C:6]=2[C:5]([C:28]#[C:29][CH2:30][N:31]([CH2:34][CH3:35])[CH2:32][CH3:33])=[CH:4][N:3]=1>CO.[Pd]>[NH2:1][C:2]1[C:7]2[C:8]([C:11]3[CH:16]=[CH:15][C:14]([NH:17][C:18]([NH:20][C:21]4[CH:26]=[CH:25][CH:24]=[C:23]([CH3:27])[CH:22]=4)=[O:19])=[CH:13][CH:12]=3)=[CH:9][S:10][C:6]=2[C:5]([CH2:28][CH2:29][CH2:30][N:31]([CH2:34][CH3:35])[CH2:32][CH3:33])=[CH:4][N:3]=1. Run in CO (MeOH). The reagents and catalysts are [Pd] (Pd/C). Yields the product NC1=NC=C(C2=C1C(=CS2)C2=CC=C(C=C2)NC(=O)NC2=CC(=CC=C2)C)CCCN(CC)CC (N-(4-{4-amino-7-[3-(diethylamino)propyl]thieno[3,2-c]pyridin-3-yl}phenyl)-N′-(3-methylphenyl)urea). Reported procedure: A mixture of Example 153 (185 mg, 0.53 mmol) and 10% Pd/C (37 mg) in MeOH (10 mL) was stirred under hydrogen (60 psi) for 16 h. The catalyst was removed by filtration through Celite, and the filtrate was concentrated to dryness. The residue was purified by flash chromatography on silica gel to give the desired product (107 mg, 72%). 1H NMR (300 MHz, DMSO-D6) δ ppm 0.95 (t, J=7.1 Hz, 6H) 1.73-1.82 (m, 2H) 2.29 (s, 3H) 2.41-2.50 (m, 6H) 2.68-2.73 (m, 2H) 5.25 (s, 2H) 6.80 (d, J=7.5 Hz, 1H) 7.17 (t...